This data is from the Open Reaction Database (ORD), a public repository of structured organic reaction records. The task is: describe an organic reaction: reactants, conditions, products, and yield Reactants: CC(C)=C (isobutylene), CNC(=O)NC1=C(C=CC=C1)C1=CC=C(C=C1)CN1C([C@@H](CCC2=C1C=CC(=C2)C(F)(F)F)NC(CC(C)(C)N)=O)=O (N-[1-[[2'-[(Methylaminocarbonyl)amino][1,1'-biphenyl]-4-yl]methyl]-7-trifluoromethyl-2,3,4,5-tetrahydro-2-oxo-1H-1-benzazepin-3(R)-yl]-3-amino-3-methylbutanamide), C(C)OCC (diethyl ether). The product is O1CCN(CC1)C(=O)NC1=C(C=CC=C1)C1=CC=C(C=C1)CN1C([C@@H](CCC2=C1C=CC(=C2)C(F)(F)F)NC(CC(C)(C)N)=O)=O (N-[1-[[2'-[(Morpholinocarbonyl)amino][1,1'-biphenyl]-4-yl]methyl]-7-trifluoromethyl-2,3,4,5-tetrahydro-2-oxo-1H-1-benzazepin-3(R)-yl]-3-amino-3-methylbutanamide). Reaction SMILES: CC(=C)C.[CH3:5][NH:6][C:7]([NH:9][C:10]1[CH:15]=[CH:14][CH:13]=[CH:12][C:11]=1[C:16]1[CH:21]=[CH:20][C:19]([CH2:22][N:23]2[C:29]3[CH:30]=[CH:31][C:32]([C:34]([F:37])([F:36])[F:35])=[CH:33][C:28]=3[CH2:27][CH2:26][C@@H:25]([NH:38][C:39](=[O:45])[CH2:40][C:41]([NH2:44])([CH3:43])[CH3:42])[C:24]2=[O:46])=[CH:18][CH:17]=1)=[O:8].[CH2:47]([O:49][CH2:50]C)[CH3:48]>>[O:49]1[CH2:47][CH2:48][N:6]([C:7]([NH:9][C:10]2[CH:15]=[CH:14][CH:13]=[CH:12][C:11]=2[C:16]2[CH:17]=[CH:18][C:19]([CH2:22][N:23]3[C:29]4[CH:30]=[CH:31][C:32]([C:34]([F:36])([F:37])[F:35])=[CH:33][C:28]=4[CH2:27][CH2:26][C@@H:25]([NH:38][C:39](=[O:45])[CH2:40][C:41]([NH2:44])([CH3:43])[CH3:42])[C:24]3=[O:46])=[CH:20][CH:21]=2)=[O:8])[CH2:5][CH2:50]1. Reported procedure: Reaction of isobutylene with N-chlorosulfonylisocyanate 37 in diethyl ether gives the azetidinone derivative 38. Removal of the chlorosulfonyl group with aqueous sodium sulfite followed by reaction with di-t-butyl-dicarbonate gives the BOC-protected intermediate 40. Alkaline hydrolysis gives the protected amino acid derivative 41 in good overall yield. The reactants are C(C)(C)(C)P(C(C)(C)C)C(C)(C)C (tri(t-butyl)phosphine), C1(=CC=CC=C1)C=1C2=CC=CC=C2C(=C2C=CC=CC12)C1=CC=C(C=C1)Br (9-phenyl-10-(4-bromophenyl)anthracene), three, C1(=CC=CC2=CC=CC=C12)NC=1C=CC=2N(C3=CC=CC=C3C2C1)C1=CC=CC=C1 (3-[N-(1-naphthyl)amino]-9-phenylcarbazole), C(C)(C)(C)O[Na] (t-butoxysodium), three. The reagents and catalysts are C=1C=CC(=CC1)/C=C/C(=O)/C=C/C2=CC=CC=C2.C=1C=CC(=CC1)/C=C/C(=O)/C=C/C2=CC=CC=C2.[Pd] (bis(dibenzylideneacetone)palladium(0)). Solvent: C1(=CC=CC=C1)C (toluene). Conditions: temperature 80 celsius, time 3 hour. Yields the product C1(=CC=CC2=CC=CC=C12)N(C=1C=CC=2N(C3=CC=CC=C3C2C1)C1=CC=CC=C1)C1=CC=C(C=C1)C=1C2=CC=CC=C2C(=C2C=CC=CC12)C1=CC=CC=C1 (9-{4-[N-(1-naphthyl)-N-(9-phenylcarbazole-3-yl)amino]phenyl}-10-phenylanthracene). Isolated yield 42.1%. As a reaction SMILES: [C:1]1([C:7]2[C:8]3[C:13]([C:14]([C:21]4[CH:26]=[CH:25][C:24](Br)=[CH:23][CH:22]=4)=[C:15]4[C:20]=2[CH:19]=[CH:18][CH:17]=[CH:16]4)=[CH:12][CH:11]=[CH:10][CH:9]=3)[CH:6]=[CH:5][CH:4]=[CH:3][CH:2]=1.[C:28]1([NH:38][C:39]2[CH:40]=[CH:41][C:42]3[N:43]([C:52]4[CH:57]=[CH:56][CH:55]=[CH:54][CH:53]=4)[C:44]4[C:49]([C:50]=3[CH:51]=2)=[CH:48][CH:47]=[CH:46][CH:45]=4)[C:37]2[C:32](=[CH:33][CH:34]=[CH:35][CH:36]=2)[CH:31]=[CH:30][CH:29]=1.C(O[Na])(C)(C)C.C(P(C(C)(C)C)C(C)(C)C)(C)(C)C>C1C=CC(/C=C/C(/C=C/C2C=CC=CC=2)=O)=CC=1.C1C=CC(/C=C/C(/C=C/C2C=CC=CC=2)=O)=CC=1.[Pd].C1(C)C=CC=CC=1>[C:28]1([N:38]([C:4]2[CH:3]=[CH:2][C:1]([C:7]3[C:20]4[C:15]([C:14]([C:21]5[CH:26]=[CH:25][CH:24]=[CH:23][CH:22]=5)=[C:13]5[C:8]=3[CH:9]=[CH:10][CH:11]=[CH:12]5)=[CH:16][CH:17]=[CH:18][CH:19]=4)=[CH:6][CH:5]=2)[C:39]2[CH:40]=[CH:41][C:42]3[N:43]([C:52]4[CH:53]=[CH:54][CH:55]=[CH:56][CH:57]=4)[C:44]4[C:49]([C:50]=3[CH:51]=2)=[CH:48][CH:47]=[CH:46][CH:45]=4)[C:37]2[C:32](=[CH:33][CH:34]=[CH:35][CH:36]=2)[CH:31]=[CH:30][CH:29]=1 |f:4.5.6|. Procedure details: 2.0 g (5.0 mmol) of 9-phenyl-10-(4-bromophenyl)anthracene (PA), 1.9 g (5.0 mmol) of 3-[N-(1-naphthyl)amino]-9-phenylcarbazole (PCN), 2.1 g (20 mmol) of t-butoxysodium (abbreviation: t-BuONa) were put in a 100 mL three neck flask, and nitrogen was substituted for air in the flask, and then 40 mL of toluene and 0.1 mL of tri(t-butyl)phosphine (10 wt % hexane solution) (abbreviation: P(tBu)3) were added, and the 100 mL three neck flask was depressurized and degassed. After degassing, 30 mg (0.05 mm... Starting materials: NC1=C2N=CN(C2=NC(=N1)SC(C)CC)CC1=CC=CC=C1 (6-Amino-9-benzyl-2-(sec-butylthio)purine), BrBr (bromine), S(=S)(=O)([O-])[O-].[Na+].[Na+] (sodium thiosulfate). The solvent is C(Cl)Cl (methylene chloride). Reaction conditions: time 2 hour. Product: NC1=C2N=C(N(C2=NC(=N1)SC(C)CC)CC1=CC=CC=C1)Br (6-Amino-9-benzyl-8-bromo-2-(sec-butylthio)purine). Isolated yield 71.0%. RXN SMILES: [NH2:1][C:2]1[N:10]=[C:9]([S:11][CH:12]([CH2:14][CH3:15])[CH3:13])[N:8]=[C:7]2[C:3]=1[N:4]=[CH:5][N:6]2[CH2:16][C:17]1[CH:22]=[CH:21][CH:20]=[CH:19][CH:18]=1.[Br:23]Br.S([O-])([O-])(=O)=S.[Na+].[Na+]>C(Cl)Cl>[NH2:1][C:2]1[N:10]=[C:9]([S:11][CH:12]([CH2:14][CH3:15])[CH3:13])[N:8]=[C:7]2[C:3]=1[N:4]=[C:5]([Br:23])[N:6]2[CH2:16][C:17]1[CH:22]=[CH:21][CH:20]=[CH:19][CH:18]=1 |f:2.3.4|. Procedure: 6-Amino-9-benzyl-2-(sec-butylthio)purine (60 mg, 0.19 inmol) and bromine (0.4 ml) were dissolved in 85 ml of methylene chloride and the solution was stirred at room temperature for 2 hours. Aqueous sodium thiosulfate was added to the reaction mixture. The organic layer was separated, dried on magnesium sulfate and filtered. The solvent in the filtrate was evaporated in vacuo. The residue was purified with silica gel chromatography (chloroform) to give the subject compound (53 mg, yield 71%).